This data is from the Open Reaction Database (ORD), a public repository of structured organic reaction records. The task is: describe an organic reaction: reactants, conditions, products, and yield Reactants: O=C(Cl)c1cccnc1, CC(Oc1ncc(N)nc1-c1ccc(Cl)cc1)C(F)(F)F, Cl, c1ccncc1. The product is CC(Oc1ncc(NC(=O)c2cccnc2)nc1-c1ccc(Cl)cc1)C(F)(F)F. Reaction SMILES: [C:23]([c:24]1[cH:25][n:26][cH:27][cH:28][cH:29]1)(=[O:30])[Cl:31].[Cl:1][c:2]1[cH:3][cH:4][c:5](-[c:8]2[c:9]([O:15][CH:16]([C:17]([F:18])([F:19])[F:20])[CH3:21])[n:10][cH:11][c:12]([NH2:14])[n:13]2)[cH:6][cH:7]1.[ClH:22].[cH:32]1[cH:33][cH:34][n:35][cH:36][cH:37]1>>[Cl:1][c:2]1[cH:3][cH:4][c:5](-[c:8]2[c:9]([O:15][CH:16]([C:17]([F:18])([F:19])[F:20])[CH3:21])[n:10][cH:11][c:12]([NH:14][C:23]([c:24]3[cH:25][n:26][cH:27][cH:28][cH:29]3)=[O:30])[n:13]2)[cH:6][cH:7]1. Yields the product FC(C(C(F)(F)F)F)(OC=1C(=NC=CC1)O)F (3-(1,1,2,3,3,3-hexafluoro-1-propyloxy)-2-hydroxypyridine). Conditions: time 30 minute. Solvent: O (water). Procedure: 2.6 g (10 mmol) of 2-amino-3-(1,1,2,3,3,3-hexafluoro-1propyloxy)pyridine were diazotized at 0° C. in 35 ml of 2N sulfuric acid using 0.76 g (11 mmol) of sodium nitrite in 5 ml of water. The reaction mixture was stirred for 30 minutes and the product was extracted using ethyl acetate. The organic phase was washed until neutral, dried using MgSO4 and concentrated by evaporation. Reactants: S(O)(O)(=O)=O (sulfuric acid), N(=O)[O-].[Na+] (sodium nitrite), NC1=NC=CC=C1OC(C(C(F)(F)F)F)(F)F (2-amino-3-(1,1,2,3,3,3-hexafluoro-1propyloxy)pyridine). RXN SMILES: N[C:2]1[C:7]([O:8][C:9]([F:17])([F:16])[CH:10]([F:15])[C:11]([F:14])([F:13])[F:12])=[CH:6][CH:5]=[CH:4][N:3]=1.S(=O)(=O)(O)[OH:19].N([O-])=O.[Na+]>O>[F:16][C:9]([F:17])([O:8][C:7]1[C:2]([OH:19])=[N:3][CH:4]=[CH:5][CH:6]=1)[CH:10]([F:15])[C:11]([F:14])([F:13])[F:12] |f:2.3|. The reactants are COc1ccc(-c2n[nH]c3c(C(F)(F)F)cccc23)cc1, [H-], CCCI, [Na+]. The product is CCCn1nc(-c2ccc(OC)cc2)c2cccc(C(F)(F)F)c21. Reaction SMILES: [CH3:1][O:2][c:3]1[cH:4][cH:5][c:6](-[c:9]2[n:10][nH:11][c:12]3[c:13]([C:18]([F:19])([F:20])[F:21])[cH:14][cH:15][cH:16][c:17]23)[cH:7][cH:8]1.[H-:22].[I:24][CH2:25][CH2:26][CH3:27].[Na+:23]>>[CH3:1][O:2][c:3]1[cH:4][cH:5][c:6](-[c:9]2[n:10][n:11]([CH2:25][CH2:26][CH3:27])[c:12]3[c:13]([C:18]([F:19])([F:20])[F:21])[cH:14][cH:15][cH:16][c:17]23)[cH:7][cH:8]1. The reactants are [BH3-]C#N, C=CCOC1CCC(=O)CC1, CC(=O)O, Nc1nc[nH]n1, [Na+], O. The product is C=CCOC1CCC(Nc2nnc[nH]2)CC1. RXN SMILES: [C:18]([BH3-:19])#[N:20].[CH2:7]([CH:8]=[CH2:9])[O:10][CH:11]1[CH2:12][CH2:13][C:14](=[O:17])[CH2:15][CH2:16]1.[CH3:23][C:24](=[O:25])[OH:26].[NH2:1][c:2]1[n:3][cH:4][nH:5][n:6]1.[Na+:21].[OH2:22]>>[NH:1]([c:2]1[nH:3][cH:4][n:5][n:6]1)[CH:14]1[CH2:13][CH2:12][CH:11]([O:10][CH2:7][CH:8]=[CH2:9])[CH2:16][CH2:15]1. The reactants are O=C1Nc2cc(F)c(F)cc2C1=O, [Na+], [OH-], OO. The product is Nc1cc(F)c(F)cc1C(=O)O. Reaction SMILES: [F:1][c:2]1[cH:3][c:4]2[c:8]([cH:9][c:10]1[F:11])[NH:7][C:6](=[O:12])[C:5]2=[O:13].[Na+:17].[OH-:16].[OH:14][OH:15]>>[F:1][c:2]1[cH:3][c:4]([C:5]([OH:13])=[O:14])[c:8]([NH2:7])[cH:9][c:10]1[F:11].